Dataset: the Open Reaction Database (ORD), a public repository of structured organic reaction records. Task: describe an organic reaction: reactants, conditions, products, and yield The reactants are Cc1ccc(Br)cn1, O=C([O-])[O-], COc1ncc(B(O)O)c(OC)n1, [Na+], [Na+], CC(=O)[O-], CC(=O)[O-], [Pd+2], c1ccc(P(c2ccccc2)c2ccccc2)cc1. The product is COc1ncc(-c2ccc(C)nc2)c(OC)n1. As a reaction SMILES: [Br:14][c:15]1[cH:16][n:17][c:18]([CH3:21])[cH:19][cH:20]1.[C:22](=[O:23])([O-:24])[O-:25].[CH3:1][O:2][c:3]1[n:4][cH:5][c:6]([B:11]([OH:12])[OH:13])[c:7]([O:9][CH3:10])[n:8]1.[Na+:26].[Na+:27].[O-:48][C:49]([CH3:50])=[O:51].[O-:52][C:53]([CH3:54])=[O:55].[Pd+2:47].[c:28]1([P:29]([c:30]2[cH:31][cH:32][cH:33][cH:34][cH:35]2)[c:36]2[cH:37][cH:38][cH:39][cH:40][cH:41]2)[cH:42][cH:43][cH:44][cH:45][cH:46]1>>[CH3:1][O:2][c:3]1[n:4][cH:5][c:6](-[c:15]2[cH:16][n:17][c:18]([CH3:21])[cH:19][cH:20]2)[c:7]([O:9][CH3:10])[n:8]1. Reactants: CS(=O)(=O)OC1CC(CN(CCNC#N)C(=O)OCc2ccc([N+](=O)[O-])cc2)N(C(=O)OCc2ccc([N+](=O)[O-])cc2)C1, O=C(O)C(=O)O, CC(C)=O, CCOC(C)=O, O, O. The product is CS(=O)(=O)OC1CC(CN(CCNC(N)=O)C(=O)OCc2ccc([N+](=O)[O-])cc2)N(C(=O)OCc2ccc([N+](=O)[O-])cc2)C1. As a reaction SMILES: [C:1](#[N:2])[NH:3][CH2:4][CH2:5][N:6]([C:7](=[O:8])[O:9][CH2:10][c:11]1[cH:12][cH:13][c:14]([N+:17](=[O:18])[O-:19])[cH:15][cH:16]1)[CH2:20][CH:21]1[N:22]([C:31](=[O:32])[O:33][CH2:34][c:35]2[cH:36][cH:37][c:38]([N+:41](=[O:42])[O-:43])[cH:39][cH:40]2)[CH2:23][CH:24]([O:26][S:27](=[O:28])(=[O:29])[CH3:30])[CH2:25]1.[C:46]([OH:47])(=[O:49])[C:50](=[O:48])[OH:51].[CH3:52][C:53](=[O:54])[CH3:55].[CH3:56][CH2:57][O:58][C:59](=[O:60])[CH3:61].[OH2:44].[OH2:45]>>[C:1]([NH2:2])([NH:3][CH2:4][CH2:5][N:6]([C:7](=[O:8])[O:9][CH2:10][c:11]1[cH:12][cH:13][c:14]([N+:17](=[O:18])[O-:19])[cH:15][cH:16]1)[CH2:20][CH:21]1[N:22]([C:31](=[O:32])[O:33][CH2:34][c:35]2[cH:36][cH:37][c:38]([N+:41](=[O:42])[O-:43])[cH:39][cH:40]2)[CH2:23][CH:24]([O:26][S:27](=[O:28])(=[O:29])[CH3:30])[CH2:25]1)=[O:48]. Run in O (water), O (water). Reported procedure: To a solution of 0.85 g (4.7 mmol) of 3-propoxypicolinic acid dissolved in 35 ml of water was dropwise added, while stirring, a solution of 0.52 g (2.3 mmol) of zinc acetate.dihydrate dissolved in 2 ml of water. After the dropwise addition, the mixture was stirred at room temperature for 60 minutes. When left to stand in a refrigerator overnight, no crystal was obtained, and therefore, the mixture was subjected to concentration under a reduced pressure. The solid precipitated was recrystallized ... Starting materials: C(C)(=O)[O-].[Zn+2].C(C)(=O)[O-] (zinc acetate), C(CC)OC=1C(=NC=CC1)C(=O)O (3-propoxypicolinic acid), dihydrate. Product: C(CC)OC=1C(=NC=CC1)C(=O)[O-].[Zn+2].C(CC)OC=1C(=NC=CC1)C(=O)[O-] (zinc 3-propoxypicolinate). As a reaction SMILES: [CH2:1]([O:4][C:5]1[C:6]([C:11]([OH:13])=[O:12])=[N:7][CH:8]=[CH:9][CH:10]=1)[CH2:2][CH3:3].C([O-])(=O)C.[Zn+2:18].C([O-])(=O)C>O>[CH2:1]([O:4][C:5]1[C:6]([C:11]([O-:13])=[O:12])=[N:7][CH:8]=[CH:9][CH:10]=1)[CH2:2][CH3:3].[Zn+2:18].[CH2:1]([O:4][C:5]1[C:6]([C:11]([O-:13])=[O:12])=[N:7][CH:8]=[CH:9][CH:10]=1)[CH2:2][CH3:3] |f:1.2.3,5.6.7|. Yield: 51.1%. Starting materials: C(CCCCCCC)OC1=CC=C(C=C1)N1CCN(CC1)C(=O)OC(C)(C)C (1-(4-n-Octyloxyphenyl)-4-tert-butoxycarbonylpiperazine). The solvent is FC(C(=O)O)(F)F (trifluoroacetic acid). Product: C(CCCCCCC)OC1=CC=C(C=C1)N1CCNCC1 (1-(4-n-Octyloxyphenyl)piperazine). Yield: 44.3%. RXN SMILES: [CH2:1]([O:9][C:10]1[CH:15]=[CH:14][C:13]([N:16]2[CH2:21][CH2:20][N:19](C(OC(C)(C)C)=O)[CH2:18][CH2:17]2)=[CH:12][CH:11]=1)[CH2:2][CH2:3][CH2:4][CH2:5][CH2:6][CH2:7][CH3:8]>FC(F)(F)C(O)=O>[CH2:1]([O:9][C:10]1[CH:11]=[CH:12][C:13]([N:16]2[CH2:21][CH2:20][NH:19][CH2:18][CH2:17]2)=[CH:14][CH:15]=1)[CH2:2][CH2:3][CH2:4][CH2:5][CH2:6][CH2:7][CH3:8]. Procedure: A solution of 1-(4-n-Octyloxyphenyl)-4-tert-butoxycarbonylpiperazine (2.61 g) in trifluoroacetic acid (20 ml) was stirred for 4 hours at ambient temperature. The reaction mixture was evaporated under reduced pressure, and to the residue was added a mixture of 1N NaOH aqueous solution and ethyl acetate. The organic layer was taken, and dried over magnesium sulfate. The magnesium sulfate was filtered off, and the filtrate was evaporated under reduced pressure to give 1-(4-n-Octyloxyphenyl)piperazi... Starting materials: CCOC(=O)C1CCCN(CC(O[Si](C)(C)C(C)(C)C)c2ccc(C#N)cc2)C1, CCO, NO. Yields the product CCOC(=O)C1CCCN(CC(O[Si](C)(C)C(C)(C)C)c2ccc(C(N)=NO)cc2)C1. Reaction SMILES: [CH2:1]([CH3:2])[O:3][C:4](=[O:5])[CH:6]1[CH2:7][N:8]([CH2:12][CH:13]([c:14]2[cH:15][cH:16][c:17]([C:20]#[N:21])[cH:18][cH:19]2)[O:22][Si:23]([CH3:24])([CH3:25])[C:26]([CH3:27])([CH3:28])[CH3:29])[CH2:9][CH2:10][CH2:11]1.[CH3:32][CH2:33][OH:34].[NH2:30][OH:31]>>[CH2:1]([CH3:2])[O:3][C:4](=[O:5])[CH:6]1[CH2:7][N:8]([CH2:12][CH:13]([c:14]2[cH:15][cH:16][c:17]([C:20]([NH2:21])=[N:30][OH:31])[cH:18][cH:19]2)[O:22][Si:23]([CH3:24])([CH3:25])[C:26]([CH3:27])([CH3:28])[CH3:29])[CH2:9][CH2:10][CH2:11]1. Reaction SMILES: [CH2:22]1[CH2:23][NH:24][CH2:25][CH2:26][NH:27]1.[CH3:28][C:29]#[N:30].[CH:1]1([n:4]2[cH:5][c:6]([C:19](=[O:20])[OH:21])[c:7](=[O:18])[c:8]3[c:9]([CH3:17])[c:10]([F:16])[c:11]([F:15])[c:12]([F:14])[c:13]23)[CH2:2][CH2:3]1>>[CH:1]1([n:4]2[cH:5][c:6]([C:19](=[O:20])[OH:21])[c:7](=[O:18])[c:8]3[c:9]([CH3:17])[c:10]([F:16])[c:11]([N:24]4[CH2:23][CH2:22][NH:27][CH2:26][CH2:25]4)[c:12]([F:14])[c:13]23)[CH2:2][CH2:3]1. Starting materials: C1CNCCN1, CC#N, Cc1c(F)c(F)c(F)c2c1c(=O)c(C(=O)O)cn2C1CC1. The product is Cc1c(F)c(N2CCNCC2)c(F)c2c1c(=O)c(C(=O)O)cn2C1CC1. Run at temperature 77.5 celsius. Reactants: [NH4+].[OH-] (NH4OH), OC=1C(C=C(N(C1)C)CN[C@H](C(=O)NC)C)=O ((S)-2-((5-hydroxy-1-methyl-4-oxo-1,4-dihydropyridin-2-yl)methylamino)-N-methylpropanamide), COC(C(F)(F)F)O (trifluoroacetaldehyde methyl hemiacetal), C([O-])([O-])=O.[K+].[K+] (potassium carbonate). The product is OC=1C(C=C(N(C1C(C(F)(F)F)O)C)CN[C@@H](C)C(=O)NC)=O (N2-{[5-hydroxy-1-methyl-4-oxo-6-(2,2,2-trifluoro-1-hydroxyethyl)-1,4-dihydropyridin-2-yl]methyl}-N-methyl-L-alaninamide), solid. RXN SMILES: [OH:1][C:2]1[C:3](=[O:17])[CH:4]=[C:5]([CH2:9][NH:10][C@@H:11]([CH3:16])[C:12]([NH:14][CH3:15])=[O:13])[N:6]([CH3:8])[CH:7]=1.C[O:19][CH:20](O)[C:21]([F:24])([F:23])[F:22].C(=O)([O-])[O-].[K+].[K+].[NH4+].[OH-]>CC#N.CC(O)C>[OH:1][C:2]1[C:3](=[O:17])[CH:4]=[C:5]([CH2:9][NH:10][C@H:11]([C:12]([NH:14][CH3:15])=[O:13])[CH3:16])[N:6]([CH3:8])[C:7]=1[CH:20]([OH:19])[C:21]([F:24])([F:23])[F:22] |f:2.3.4,5.6|. Procedure details: A mixture of (S)-2-((5-hydroxy-1-methyl-4-oxo-1,4-dihydropyridin-2-yl)methylamino)-N-methylpropanamide (3.13 g, 13.1 mmol), trifluoroacetaldehyde methyl hemiacetal (3.6 mL, 38.0 mmol) and potassium carbonate (2.62 g, 19.0 mmol) in CH3CN (35 mL) was heated at 75-80° C. for overnight. Analysis of the reaction mixture by TLC using a solvent mixture of 28-30% conc. NH4OH in IPA as eluant indicated incomplete consumption of the starting material. A further portion of trifluoroacetaldehyde methyl hemi... The solvent is CC(C)O (IPA), CC#N (CH3CN). The reactants are CCN(C(C)C)C(C)C, CN(C)C=O, CCOC(C)=O, CN1CCN(C(CN2CCNCC2)c2ccc(F)cc2)CC1, Fc1ccc2c(CCCCCl)noc2c1. Product: CN1CCN(C(CN2CCN(CCCCc3noc4cc(F)ccc34)CC2)c2ccc(F)cc2)CC1. Reaction SMILES: [CH2:23]([N:24]([CH:25]([CH3:26])[CH3:27])[CH:28]([CH3:29])[CH3:30])[CH3:31].[CH3:47][N:48]([CH3:49])[CH:50]=[O:51].[CH3:52][CH2:53][O:54][C:55](=[O:56])[CH3:57].[F:1][c:2]1[cH:3][cH:4][c:5]([CH:8]([CH2:9][N:10]2[CH2:11][CH2:12][NH:13][CH2:14][CH2:15]2)[N:16]2[CH2:17][CH2:18][N:19]([CH3:22])[CH2:20][CH2:21]2)[cH:6][cH:7]1.[F:32][c:33]1[cH:34][c:35]2[c:36]([c:37]([CH2:40][CH2:41][CH2:42][CH2:43][Cl:44])[n:38][o:39]2)[cH:45][cH:46]1>>[F:1][c:2]1[cH:3][cH:4][c:5]([CH:8]([CH2:9][N:10]2[CH2:11][CH2:12][N:13]([CH2:43][CH2:42][CH2:41][CH2:40][c:37]3[c:36]4[c:35]([cH:34][c:33]([F:32])[cH:46][cH:45]4)[o:39][n:38]3)[CH2:14][CH2:15]2)[N:16]2[CH2:17][CH2:18][N:19]([CH3:22])[CH2:20][CH2:21]2)[cH:6][cH:7]1. Reactants: CC(C)(C)OC(=O)C1NCCSC1(C)C, C[Si](C)(C)C(C(N)=O)[Si](C)(C)C, CN1CCOCC1, CO, ClC(Cl)Cl, O=S(=O)(Cl)c1ccc(O)cc1. Product: CC(C)(C)OC(=O)C1N(S(=O)(=O)c2ccc(O)cc2)CCSC1(C)C. As a reaction SMILES: [C:24]([CH3:25])([CH3:26])([CH3:27])[O:28][C:29](=[O:30])[CH:31]1[C:32]([CH3:37])([CH3:38])[S:33][CH2:34][CH2:35][NH:36]1.[CH3:12][Si:13]([CH:14]([Si:15]([CH3:16])([CH3:17])[CH3:18])[C:19]([NH2:20])=[O:21])([CH3:22])[CH3:23].[CH3:39][N:40]1[CH2:41][CH2:42][O:43][CH2:44][CH2:45]1.[CH3:50][OH:51].[CH:46]([Cl:47])([Cl:48])[Cl:49].[OH:1][c:2]1[cH:3][cH:4][c:5]([S:8](=[O:9])(=[O:10])[Cl:11])[cH:6][cH:7]1>>[OH:1][c:2]1[cH:3][cH:4][c:5]([S:8](=[O:9])(=[O:10])[N:36]2[CH:31]([C:29]([O:28][C:24]([CH3:25])([CH3:26])[CH3:27])=[O:30])[C:32]([CH3:37])([CH3:38])[S:33][CH2:34][CH2:35]2)[cH:6][cH:7]1.